This data is from the Open Reaction Database (ORD), a public repository of structured organic reaction records. The task is: describe an organic reaction: reactants, conditions, products, and yield The reactants are FC(C(=O)O)(F)F.CC(CNCC1=CC(=CO1)C=1C=C2C(=CNC2=C(C1)C(=O)N)C1CCN(CC1)S(=O)(=O)CC)(C)C (5-(5-{[(2,2-dimethylpropyl)amino]methyl}-3-furanyl)-3-[1-(ethylsulfonyl)-4-piperidinyl]-1H-indole-7-carboxamide trifluoroacetate), CC(CN)(C)C (2,2-dimethyl-1-propanamine). The product is FC(C(=O)O)(F)F.C(C)N(CC)CC1=CC(=CO1)C=1C=C2C(=CNC2=C(C1)C(=O)N)C1CCN(CC1)S(=O)(=O)CC (5-{5-[(diethylamino)methyl]-3-furanyl}-3-[1-(ethylsulfonyl)-4-piperidinyl]-1H-indole-7-carboxamide trifluoroacetate). The yield is 12.0%. RXN SMILES: [F:1][C:2]([F:7])([F:6])[C:3]([OH:5])=[O:4].CC(C)(C)[CH2:10][NH:11][CH2:12][C:13]1[O:17][CH:16]=[C:15]([C:18]2[CH:19]=[C:20]3[C:24](=[C:25]([C:27]([NH2:29])=[O:28])[CH:26]=2)[NH:23][CH:22]=[C:21]3[CH:30]2[CH2:35][CH2:34][N:33]([S:36]([CH2:39][CH3:40])(=[O:38])=[O:37])[CH2:32][CH2:31]2)[CH:14]=1.[CH3:43][C:44](C)(C)CN>>[F:1][C:2]([F:7])([F:6])[C:3]([OH:5])=[O:4].[CH2:10]([N:11]([CH2:12][C:13]1[O:17][CH:16]=[C:15]([C:18]2[CH:19]=[C:20]3[C:24](=[C:25]([C:27]([NH2:29])=[O:28])[CH:26]=2)[NH:23][CH:22]=[C:21]3[CH:30]2[CH2:35][CH2:34][N:33]([S:36]([CH2:39][CH3:40])(=[O:37])=[O:38])[CH2:32][CH2:31]2)[CH:14]=1)[CH2:43][CH3:44])[CH3:2] |f:0.1,3.4|. Procedure: The title compound was prepared according to the general procedure of 5-(5-{[(2,2-dimethylpropyl)amino]methyl}-3-furanyl)-3-[1-(ethylsulfonyl)-4-piperidinyl]-1H-indole-7-carboxamide trifluoroacetate, substituting 2M diethylamine (102.4 mg, 1.4 mmol) for 2,2-dimethyl-1-propanamine to afford 10.1 mg of the title compound (12%).